Dataset: the Open Reaction Database (ORD), a public repository of structured organic reaction records. Task: describe an organic reaction: reactants, conditions, products, and yield The reactants are NCCNCCNCCNCCN (tetraethylene pentaamine), [OH-].[K+] (KOH), C1(OCCO1)=O (ethylene carbonate). Run at temperature 160 celsius. The product is C1(OCCO1)=O.NCCNCCNCCNCCN (ethylene carbonate tetraethylene pentaamine). As a reaction SMILES: [NH2:1][CH2:2][CH2:3][NH:4][CH2:5][CH2:6][NH:7][CH2:8][CH2:9][NH:10][CH2:11][CH2:12][NH2:13].[OH-].[K+].[C:16]1(=[O:21])[O:20][CH2:19][CH2:18][O:17]1>>[C:16]1(=[O:21])[O:20][CH2:19][CH2:18][O:17]1.[NH2:13][CH2:12][CH2:11][NH:10][CH2:9][CH2:8][NH:7][CH2:6][CH2:5][NH:4][CH2:3][CH2:2][NH2:1] |f:1.2,4.5|. Procedure details: Add 94.5 g of tetraethylene pentaamine (with an AV of approximately 1050 mg KOH/g) to a 500 ml flask equipped with a stirrer, condensor and nitrogen inlet. Add 220 g of ethylene carbonate to the system. Heat the system at 160° C. for 3 hours under N2. Strip the system to yield an ethylene carbonate-tetraethylene pentaamine adduct having an AV of approximately 180 mg KOH/gm. Reactants: NN (Hydrazine), CN1C(CNCC1)CCCCCCCCC1=C2C(C(=O)NC2=O)=CC=C1 (8-(N-methylpiperazinyl)octylphthalimide). The solvent is CO (methanol). Product: CN1C(CNCC1)CCCCCCCCN (8-(N-methylpiperazinyl)octylamine). RXN SMILES: [NH2:1]N.[CH3:3][N:4]1[CH2:9][CH2:8][NH:7][CH2:6][CH:5]1[CH2:10][CH2:11][CH2:12][CH2:13][CH2:14][CH2:15][CH2:16][CH2:17]C1C=CC=C2C(NC(=O)C=12)=O>CO>[CH3:3][N:4]1[CH2:9][CH2:8][NH:7][CH2:6][CH:5]1[CH2:10][CH2:11][CH2:12][CH2:13][CH2:14][CH2:15][CH2:16][CH2:17][NH2:1]. Reported procedure: Hydrazine (aqueous solution at 35% by wt.) (0.15 ml; 1.6 mmoles) was added to 8-(N-methylpiperazinyl)octylphthalimide (285 mg; 0.8 mmoles) in methanol (5 ml) and the resulting solution was refluxed. Reaction times and process as per Example 1. Procedure: A mixture of 4-acteylamino-2-methyl-3-nitro-benzoic acid (4.8 g, 20.2 mmol) and 6 M HCl (aq) (150 mL) in 120 mL dioxane was stirred for 15 min at 105° C. The mixture was cooled, filtered and washed with water. RXN SMILES: C([NH:4][C:5]1[CH:13]=[CH:12][C:8]([C:9]([OH:11])=[O:10])=[C:7](C)[C:6]=1[N+:15]([O-:17])=[O:16])(=O)C.Cl.O1CCOC[CH2:20]1>>[NH2:4][C:5]1[C:6]([N+:15]([O-:17])=[O:16])=[CH:7][C:8]([C:9]([OH:11])=[O:10])=[C:12]([CH3:20])[CH:13]=1. Reaction conditions: temperature 105 celsius, time 15 minute. The reactants are C(C)(=O)NC1=C(C(=C(C(=O)O)C=C1)C)[N+](=O)[O-] (4-acteylamino-2-methyl-3-nitro-benzoic acid), Cl (HCl), O1CCOCC1 (dioxane). The product is NC1=CC(=C(C(=O)O)C=C1[N+](=O)[O-])C (4-Amino-2-methyl-5-nitro-benzoic acid). Reactants: C(C1=CC=CC=C1)OC(=O)N1[C@@H](C[C@@H]([C@H](C1)OCC=1C=CC2=C(N(CCO2)CCCOC)C1)C1=CC=C(C=C1)OC)CCC(=O)O ((2R,4R,5R)-2-(2-carboxy-ethyl)-4-(4-methoxy-phenyl)-5-[4-(3-methoxy-propyl)-3,4-dihydro-2H-benzo[1,4]oxazin-6-ylmethoxy]-piperidine-1-carboxylic acid benzyl ester), NC1=CC=CC=C1 (aniline). Product: C(C1=CC=CC=C1)OC(=O)N1[C@@H](C[C@@H]([C@H](C1)OCC=1C=CC2=C(N(CCO2)CCCOC)C1)C1=CC=C(C=C1)OC)CCC(NC1=CC=CC=C1)=O ((2R,4R,5R)-4-(4-Methoxy-phenyl)-5-[4-(3-methoxy-propyl)-3,4-dihydro-2H-benzo[1,4]oxazin-6-ylmethoxy]-2-(2-phenylcarbamoyl-ethyl)-piperidine-1-carboxylic acid benzyl ester). As a reaction SMILES: [CH2:1]([O:8][C:9]([N:11]1[CH2:16][C@H:15]([O:17][CH2:18][C:19]2[CH:20]=[CH:21][C:22]3[O:27][CH2:26][CH2:25][N:24]([CH2:28][CH2:29][CH2:30][O:31][CH3:32])[C:23]=3[CH:33]=2)[C@@H:14]([C:34]2[CH:39]=[CH:38][C:37]([O:40][CH3:41])=[CH:36][CH:35]=2)[CH2:13][C@H:12]1[CH2:42][CH2:43][C:44]([OH:46])=O)=[O:10])[C:2]1[CH:7]=[CH:6][CH:5]=[CH:4][CH:3]=1.[NH2:47][C:48]1[CH:53]=[CH:52][CH:51]=[CH:50][CH:49]=1>>[CH2:1]([O:8][C:9]([N:11]1[CH2:16][C@H:15]([O:17][CH2:18][C:19]2[CH:20]=[CH:21][C:22]3[O:27][CH2:26][CH2:25][N:24]([CH2:28][CH2:29][CH2:30][O:31][CH3:32])[C:23]=3[CH:33]=2)[C@@H:14]([C:34]2[CH:35]=[CH:36][C:37]([O:40][CH3:41])=[CH:38][CH:39]=2)[CH2:13][C@H:12]1[CH2:42][CH2:43][C:44](=[O:46])[NH:47][C:48]1[CH:53]=[CH:52][CH:51]=[CH:50][CH:49]=1)=[O:10])[C:2]1[CH:3]=[CH:4][CH:5]=[CH:6][CH:7]=1. Reported procedure: According to general procedure D, 0.10 g of (2R,4R,5R)-2-(2-carboxy-ethyl)-4-(4-methoxy-phenyl)-5-[4-(3-methoxy-propyl)-3,4-dihydro-2H-benzo[1,4]oxazin-6-ylmethoxy]-piperidine-1-carboxylic acid benzyl ester (from example 19b) and aniline are reacted to afford the title compound as a colourless oil. Rf=0.50 (dichlormethane-methanol 10:1); Rt=5.40. Starting materials: [Al+3], ClCCl, COc1ccc(OC)cc1, COc1cccc2c1C(=O)OC2=O, [Cl-], [Cl-], [Cl-], Cl. Product: COc1ccc(OC)c(C(=O)c2cccc(OC)c2C(=O)O)c1. As a reaction SMILES: [Al+3:15].[CH2:29]([Cl:30])[Cl:31].[CH3:18][O:19][c:20]1[cH:21][cH:22][c:23]([O:26][CH3:27])[cH:24][cH:25]1.[CH3:1][O:2][c:3]1[c:4]2[c:5]([cH:11][cH:12][cH:13]1)[C:6](=[O:7])[O:8][C:9]2=[O:10].[Cl-:14].[Cl-:16].[Cl-:17].[ClH:28]>>[CH3:1][O:2][c:3]1[c:4]([C:9]([OH:8])=[O:10])[c:5]([C:6](=[O:7])[c:21]2[c:20]([O:19][CH3:18])[cH:25][cH:24][c:23]([O:26][CH3:27])[cH:22]2)[cH:11][cH:12][cH:13]1. Solvent: C(Cl)Cl (CH2Cl2), C(C)OCC (diethyl ether). Reported procedure: To a solution of [1-(6-methyl-pyrimidin-4-yl)-piperidin-4-yl]-carbamic acid tert-butyl ester (686 mg, 2.3 mmol) in CH2Cl2 (12 mL) was added at room temperature under stirring a 2 M HCl solution in diethyl ether (6 mL) and was stirred at room temperature over night. The precipitate was filtered off, washed with CH2Cl2 and diethyl ether and dried to yield the title compound as a light yellow solid (610 mg, 98%) Product: Cl.Cl.CC1=CC(=NC=N1)N1CCC(CC1)N (1-(6-Methyl-pyrimidin-4-yl)-piperidin-4-ylamine dihydrochloride). Starting materials: C(C)(C)(C)OC(NC1CCN(CC1)C1=NC=NC(=C1)C)=O ([1-(6-methyl-pyrimidin-4-yl)-piperidin-4-yl]-carbamic acid tert-butyl ester), Cl (HCl). The yield is 98.0%. As a reaction SMILES: C(OC(=O)[NH:7][CH:8]1[CH2:13][CH2:12][N:11]([C:14]2[CH:19]=[C:18]([CH3:20])[N:17]=[CH:16][N:15]=2)[CH2:10][CH2:9]1)(C)(C)C.[ClH:22]>C(Cl)Cl.C(OCC)C>[ClH:22].[ClH:22].[CH3:20][C:18]1[N:17]=[CH:16][N:15]=[C:14]([N:11]2[CH2:12][CH2:13][CH:8]([NH2:7])[CH2:9][CH2:10]2)[CH:19]=1 |f:4.5.6|. Product: C(=O)C1=CC=C(C=C1)C1=C(C=CC(=C1)O)O (4'-formyl-2,5-dihydroxy-1,1'-biphenyl). Reactants: BrC(C1=CC=C(C=C1)C1=C(C=CC(=C1)OC(C)=O)OC(C)=O)Br (4'-dibromomethyl-2,5-diacetoxy-1,1'-biphenyl), Cl (hydrochloric acid), O.O.O.C(C)(=O)[O-].[Na+] (sodium acetate trihydrate), CO (methanol). Solvent: O (water). Procedure details: A mixture of about 4.4 g. (0.01 mole) of 4'-dibromomethyl-2,5-diacetoxy-1,1'-biphenyl, prepared as described in Example 2, and about 4.4 g. (0.03 mole) of sodium acetate trihydrate in a mixture of 50 ml. of methanol and 25 ml. of water was heated at reflux under nitrogen for about 4 hours. 5 ml. of concentrated hydrochloric acid were added and refluxing continued for an additional 11/2 hours. Most of the methanol was removed by evaporation on a steam bath under nitrogen resulting in precipitatio... Reaction SMILES: Br[CH:2](Br)[C:3]1[CH:8]=[CH:7][C:6]([C:9]2[CH:14]=[C:13]([O:15]C(=O)C)[CH:12]=[CH:11][C:10]=2[O:19]C(=O)C)=[CH:5][CH:4]=1.O.O.O.C([O-])(=[O:29])C.[Na+].CO.Cl>O>[CH:2]([C:3]1[CH:8]=[CH:7][C:6]([C:9]2[CH:14]=[C:13]([OH:15])[CH:12]=[CH:11][C:10]=2[OH:19])=[CH:5][CH:4]=1)=[O:29] |f:1.2.3.4.5|. The reactants are COC(=O)c1cc(N)ccc1OC, CC(=O)Cl, CCN(C(C)C)C(C)C, ClCCl. Product: COC(=O)c1cc(NC(C)=O)ccc1OC. RXN SMILES: [CH3:1][O:2][c:3]1[c:4]([C:5](=[O:6])[O:7][CH3:8])[cH:9][c:10]([NH2:13])[cH:11][cH:12]1.[CH3:23][C:24]([Cl:25])=[O:26].[CH:14]([N:15]([CH2:16][CH3:17])[CH:18]([CH3:19])[CH3:20])([CH3:21])[CH3:22].[Cl:27][CH2:28][Cl:29]>>[CH3:1][O:2][c:3]1[c:4]([C:5](=[O:6])[O:7][CH3:8])[cH:9][c:10]([NH:13][C:24]([CH3:23])=[O:26])[cH:11][cH:12]1. Starting materials: ClC1=NC=NC(=C1)OC1=CC=C(C=C1)[N+](=O)[O-] (4-chloro-6-(4-nitrophenoxy)pyrimidine), C(N)(OC(C)(C)C)=O (tert-butyl carbamate), C([O-])([O-])=O.[Cs+].[Cs+] (cesium carbonate), CC1(C2=C(C(=CC=C2)P(C3=CC=CC=C3)C4=CC=CC=C4)OC5=C(C=CC=C51)P(C6=CC=CC=C6)C7=CC=CC=C7)C (Xantphos). The reagents and catalysts are C=1C=CC(=CC1)/C=C/C(=O)/C=C/C2=CC=CC=C2.C=1C=CC(=CC1)/C=C/C(=O)/C=C/C2=CC=CC=C2.C=1C=CC(=CC1)/C=C/C(=O)/C=C/C2=CC=CC=C2.[Pd].[Pd] (Pd2dba3). Run in CN(C)C=O (DMF). The product is [N+](=O)([O-])C1=CC=C(OC2=CC(=NC=N2)NC(OC(C)(C)C)=O)C=C1 (tert-Butyl 6-(4-nitrophenoxy)pyrimidin-4-ylcarbamate). The yield is 61.6%. As a reaction SMILES: Cl[C:2]1[CH:7]=[C:6]([O:8][C:9]2[CH:14]=[CH:13][C:12]([N+:15]([O-:17])=[O:16])=[CH:11][CH:10]=2)[N:5]=[CH:4][N:3]=1.[C:18](=[O:25])([O:20][C:21]([CH3:24])([CH3:23])[CH3:22])[NH2:19].C(=O)([O-])[O-].[Cs+].[Cs+].CC1(C)C2C(=C(P(C3C=CC=CC=3)C3C=CC=CC=3)C=CC=2)OC2C(P(C3C=CC=CC=3)C3C=CC=CC=3)=CC=CC1=2>CN(C=O)C.C1C=CC(/C=C/C(/C=C/C2C=CC=CC=2)=O)=CC=1.C1C=CC(/C=C/C(/C=C/C2C=CC=CC=2)=O)=CC=1.C1C=CC(/C=C/C(/C=C/C2C=CC=CC=2)=O)=CC=1.[Pd].[Pd]>[N+:15]([C:12]1[CH:13]=[CH:14][C:9]([O:8][C:6]2[N:5]=[CH:4][N:3]=[C:2]([NH:19][C:18](=[O:25])[O:20][C:21]([CH3:24])([CH3:23])[CH3:22])[CH:7]=2)=[CH:10][CH:11]=1)([O-:17])=[O:16] |f:2.3.4,7.8.9.10.11|. Procedure details: A degassed mixture of 4-chloro-6-(4-nitrophenoxy)pyrimidine (WO 2006072589) (1.50 g, 5.96 mmol), tert-butyl carbamate (2.10 g, 17.9 mmol), cesium carbonate (2.91 g, 8.94 mmol), Pd2dba3 (0.218 g, 0.238 mmol) and Xantphos (0.276 g, 0.477 mmol) in DMF was heated at reflux for 1 hr and then maintained at RT for 16 hr. The resulting mixture was partitioned between water (100 mL) and EtOAc (100 mL) and the organic layer was separated and washed with water (2×50 mL) and brine (50 mL) and then dried (Mg... Starting materials: NC=1C=CC=C2C=CC(=CC12)O (8-amino-2-naphthol), ClCC(=O)Cl (chloroacetic acid chloride), C(C)(=O)[O-].[Na+] (sodium acetate). Solvent: C(C)(=O)O (acetic acid). Product: ClCC(=O)NC=1C=CC=C2C=CC(=CC12)O (8-chloroacetylamino-2-naphthol). Reaction SMILES: [NH2:1][C:2]1[CH:3]=[CH:4][CH:5]=[C:6]2[C:11]=1[CH:10]=[C:9]([OH:12])[CH:8]=[CH:7]2.[Cl:13][CH2:14][C:15](Cl)=[O:16].C([O-])(=O)C.[Na+]>C(O)(=O)C>[Cl:13][CH2:14][C:15]([NH:1][C:2]1[CH:3]=[CH:4][CH:5]=[C:6]2[C:11]=1[CH:10]=[C:9]([OH:12])[CH:8]=[CH:7]2)=[O:16] |f:2.3|. Procedure details: The coupling component used in this Example was prepared by chloroacetylating 8-amino-2-naphthol in glacial acetic acid with chloroacetic acid chloride by using sodium acetate as an acid binding agent, to obtain 8-chloroacetylamino-2-naphthol, dissolving isolated 8-chloroacetylamino-2-naphthol in acetone, and then blowing gaseous trimethylamine into the solution.